This data is from the Open Reaction Database (ORD), a public repository of structured organic reaction records. The task is: describe an organic reaction: reactants, conditions, products, and yield Starting materials: C([O-])([O-])=O.[K+].[K+] (potassium carbonate), [I-].[Na+] (sodium iodide), COC([C@@H](NC([C@H]1N(CCC1)S(=O)(=O)C1=CC=C(C=C1)C)=O)CC1=CC=C(C=C1)O)=O (N-(toluene-4-sulfonyl)-L-prolyl-L-tyrosine methyl ester), ClCCN1CCCC1 (1-(2-chloroethyl)pyrrolidine). The solvent is CC(CC)=O (2-butanone). Product: methyl ester, C1(=CC=C(C=C1)S(=O)(=O)N1[C@H](C(=O)N[C@@H](CC2=CC=C(C=C2)OCCN2CCCC2)C(=O)O)CCC1)C (N-(Toluene-4-sulfonyl)-L-prolyl-4-[2-(pyrrolidin-1-yl)ethoxy]-L-phenylalanine). As a reaction SMILES: C[O:2][C:3](=[O:31])[C@H:4]([CH2:23][C:24]1[CH:29]=[CH:28][C:27]([OH:30])=[CH:26][CH:25]=1)[NH:5][C:6](=[O:22])[C@@H:7]1[CH2:11][CH2:10][CH2:9][N:8]1[S:12]([C:15]1[CH:20]=[CH:19][C:18]([CH3:21])=[CH:17][CH:16]=1)(=[O:14])=[O:13].Cl[CH2:33][CH2:34][N:35]1[CH2:39][CH2:38][CH2:37][CH2:36]1.C(=O)([O-])[O-].[K+].[K+].[I-].[Na+]>CC(=O)CC>[C:18]1([CH3:21])[CH:17]=[CH:16][C:15]([S:12]([N:8]2[CH2:9][CH2:10][CH2:11][C@H:7]2[C:6]([NH:5][C@H:4]([C:3]([OH:2])=[O:31])[CH2:23][C:24]2[CH:25]=[CH:26][C:27]([O:30][CH2:33][CH2:34][N:35]3[CH2:39][CH2:38][CH2:37][CH2:36]3)=[CH:28][CH:29]=2)=[O:22])(=[O:13])=[O:14])=[CH:20][CH:19]=1 |f:2.3.4,5.6|. Procedure details: The methyl ester was prepared via O-alkylation of N-(toluene-4-sulfonyl)-L-prolyl-L-tyrosine methyl ester with 1-(2-chloroethyl)pyrrolidine in refluxing 2-butanone in the presence of potassium carbonate and sodium iodide. The title compound was prepared using the procedure described in Method 7 as a solid, mp=127-130° C. The reactants are COC(C1=CC=C(C=C1)OCCN(C(C=CCBr)=O)C1=CC2=C(O1)C=CC=C2)=O (4-[2-(3-benzofuran-2-yl-4-bromobut-2-enoylamino)ethoxy]benzoic acid methyl ester), C([O-])([O-])=O.[K+].[K+] (potassium carbonate), Cl.N1CCC1 (azetidine hydrochloride). Solvent: CN(C)C=O (DMF), C(C)(=O)OCC (ethyl acetate). Reaction conditions: temperature 50 celsius, time 4 hour. The product is COC(C1=CC=C(C=C1)OCCN(C(C=CC)=O)C1=CC2=C(O1)C=CC=C2N2CCC2)=O (4-[2-(4-azetidin-1-yl-3-benzofuran-2-yl-but-2-enoylamino)ethoxy]benzoic acid methyl ester). Reaction SMILES: [CH3:1][O:2][C:3](=[O:29])[C:4]1[CH:9]=[CH:8][C:7]([O:10][CH2:11][CH2:12][N:13]([C:20]2[O:24][C:23]3[CH:25]=[CH:26][CH:27]=[CH:28][C:22]=3[CH:21]=2)[C:14](=[O:19])[CH:15]=[CH:16][CH2:17]Br)=[CH:6][CH:5]=1.C(=O)([O-])[O-].[K+].[K+].Cl.[NH:37]1[CH2:40][CH2:39][CH2:38]1>CN(C=O)C.C(OCC)(=O)C>[CH3:1][O:2][C:3](=[O:29])[C:4]1[CH:9]=[CH:8][C:7]([O:10][CH2:11][CH2:12][N:13]([C:20]2[O:24][C:23]3[CH:25]=[CH:26][CH:27]=[C:28]([N:37]4[CH2:40][CH2:39][CH2:38]4)[C:22]=3[CH:21]=2)[C:14](=[O:19])[CH:15]=[CH:16][CH3:17])=[CH:6][CH:5]=1 |f:1.2.3,4.5|. Reported procedure: To a solution of 4-[2-(3-benzofuran-2-yl-4-bromobut-2-enoylamino)ethoxy]benzoic acid methyl ester (300 mg, 0.654 mmol)) in dry DMF (4 ml), potassium carbonate (180 mg, 1.31 mmol) and azetidine hydrochloride (41 mg, 0.719 mmol) were added. The reaction mixture was stirred for 4 h at 50° C. The reaction mixture was diluted with ethyl acetate and the resulting suspension was washed with water and brine. After drying the organic phase over sodium sulfate, the solvent was removed under vacuum and the... Reactants: [BH4-], CO, O=C1CCC(=Cc2ccn3ncnc(Oc4ccc(NC(=O)CC(=O)Nc5ccc(F)cc5)cc4F)c23)CC1, [Na+]. Yields the product O=C(CC(=O)Nc1ccc(Oc2ncnn3ccc(C=C4CCC(O)CC4)c23)c(F)c1)Nc1ccc(F)cc1. Reaction SMILES: [BH4-:40].[CH3:42][OH:43].[F:1][c:2]1[cH:3][c:4]([NH:26][C:27]([CH2:28][C:29](=[O:30])[NH:31][c:32]2[cH:33][cH:34][c:35]([F:38])[cH:36][cH:37]2)=[O:39])[cH:5][cH:6][c:7]1[O:8][c:9]1[n:10][cH:11][n:12][n:13]2[c:14]1[c:15]([CH:18]=[C:19]1[CH2:20][CH2:21][C:22](=[O:25])[CH2:23][CH2:24]1)[cH:16][cH:17]2.[Na+:41]>>[F:1][c:2]1[cH:3][c:4]([NH:26][C:27]([CH2:28][C:29](=[O:30])[NH:31][c:32]2[cH:33][cH:34][c:35]([F:38])[cH:36][cH:37]2)=[O:39])[cH:5][cH:6][c:7]1[O:8][c:9]1[n:10][cH:11][n:12][n:13]2[c:14]1[c:15]([CH:18]=[C:19]1[CH2:20][CH2:21][CH:22]([OH:25])[CH2:23][CH2:24]1)[cH:16][cH:17]2. Reactants: CCC(=O)C(=O)O, Cc1ccccc1, O=C1CCCN1, O. Product: CC=C(C(=O)O)N1CCCC1=O. As a reaction SMILES: [CH3:1][CH2:2][C:3](=[O:4])[C:5]([OH:6])=[O:7].[CH3:8][c:9]1[cH:10][cH:11][cH:12][cH:13][cH:14]1.[NH:15]1[C:16](=[O:20])[CH2:17][CH2:18][CH2:19]1.[OH2:21]>>[CH3:1][CH:2]=[C:3]([C:5]([OH:6])=[O:7])[N:15]1[C:16](=[O:20])[CH2:17][CH2:18][CH2:19]1. Reactants: C(C)OC(\C=C(\C1=CC=CC=C1)/C1=CC=C(C=C1)C#CCN(C)C)=O ((Z)-3-[4-(3-Dimethylamino-prop-1-ynyl)-phenyl]-3-phenyl-acrylic acid ethyl ester), [Cl-].[NH4+] (ammonium chloride), ClCCl (dichloromethane), solution, [H-].C(C(C)C)[Al+]CC(C)C (diisobutylaluminum hydride). The solvent is O1CCCC1 (tetrahydrofuran), O1CCCC1 (tetrahydrofuran). Reaction conditions: time 3 hour. The product is CN(CC#CC1=CC=C(C=C1)\C(=C/CO)\C1=CC=CC=C1)C ((Z)-3-[4-(3-dimethylamino-prop-1-ynyl)-phenyl]-3-phenyl-prop-2-en-1-ol). RXN SMILES: [H-].C([Al+]CC(C)C)C(C)C.C([O:13][C:14](=O)/[CH:15]=[C:16](\[C:23]1[CH:28]=[CH:27][C:26]([C:29]#[C:30][CH2:31][N:32]([CH3:34])[CH3:33])=[CH:25][CH:24]=1)/[C:17]1[CH:22]=[CH:21][CH:20]=[CH:19][CH:18]=1)C.[Cl-].[NH4+].ClCCl>O1CCCC1>[CH3:34][N:32]([CH3:33])[CH2:31][C:30]#[C:29][C:26]1[CH:27]=[CH:28][C:23](/[C:16](/[C:17]2[CH:18]=[CH:19][CH:20]=[CH:21][CH:22]=2)=[CH:15]\[CH2:14][OH:13])=[CH:24][CH:25]=1 |f:0.1,3.4|. Procedure details: A 1 M solution of diisobutylaluminum hydride in tetrahydrofuran (8 mL) was added drop wise to a cooled (0° C.) solution of the above ester (0.650 g; 1.80 mmol) in dry tetrahydrofuran (50 mL). The reaction stirred at the temperature for 3 hours and then added saturated ammonium chloride (30 ml). The resulting mixture was stirred for 30 min, and the mixture was then added dichloromethane (150 ml) and hyflo super cell medium (15 g). The resulting suspension was stirred at ambient temperature 2 hour... Reactants: O=[N+](C1=CC=C(S(=O)(N)=O)C=C1)[O-], OB(O)C1=CC=C(OC)C=C1. The reagents and catalysts are [F-].[Cs+], CC(=O)[O-].CC(=O)[O-].[Cu+2]. Run in ClCCCl, ClCCCl. Reaction conditions: temperature 60 celsius, time 18 hour. Product: O=[N+]([O-])C1=CC=C(C=C1)S(=O)(NC2=CC=C(OC)C=C2)=O, O=[N+](C1=CC=C(S(=O)(N(C2=CC=C(OC)C=C2)C3=CC=C(C=C3)OC)=O)C=C1)[O-]. The yield is 22.9%. Reported procedure: Reactions were run in 8 x 30 mm glass vial inserts in 96 well-plate Para-dox Aluminum Reaction Blocks. The reaction components were dosed according to the design shown in Figure S2 and Figure S3. First, the catalysts (2 umol per vial) and solid bases (20 umol per vial) were added by dosing 50 uL each of a stock solution in 1,2-dichloroethane (40 mM for catalysts, 0.4 M for bases) via single-channel pipette. The 1,2-dichloroethane was then removed via centrifugal evaporation using a Genevac EZ-2 ... Isolated yield 57.1%. The product is C(C)(C)C1=CC=C(C=C1)C1COC2=C1C(=C(C(=C2C2=CC=CC=C2)C)NC(CC(C)(C)C)=O)C (N-(3-(4-Isopropylphenyl)-4,6-dimethyl-7-phenyl-2,3-dihydro-1-benzofuran-5-yl)-3,3-dimethylbutanamide). The reactants are BrC1=C(C(=C(C=2C(COC21)C2=CC=C(C=C2)C(C)C)C)NC(CC(C)(C)C)=O)C (N-(7-Bromo-3-(4-isopropylphenyl)-4,6-dimethyl-2,3-dihydro-1-benzofuran-5-yl)-3,3-dimethylbutanamide), C1(=CC=CC=C1)B(O)O (phenylboronic acid), C([O-])([O-])=O.[Na+].[Na+] (sodium carbonate), COCCOC (1,2-dimethoxyethane). The reagents and catalysts are C1(=CC=CC=C1)P(C1=CC=CC=C1)C1=CC=CC=C1.C1(=CC=CC=C1)P(C1=CC=CC=C1)C1=CC=CC=C1.C1(=CC=CC=C1)P(C1=CC=CC=C1)C1=CC=CC=C1.C1(=CC=CC=C1)P(C1=CC=CC=C1)C1=CC=CC=C1.[Pd] (palladium (0) tetrakis(triphenylphosphine)). Reported procedure: A mixture of N-(7-bromo-3-(4-isopropylphenyl)-4,6-dimethyl-2,3-dihydro-1-benzofuran-5-yl)-3,3-dimethylbutanamide (300 mg, 0.654 mmol) obtained in Example 35, phenylboronic acid (88 mg, 0.720 mmol), and palladium (0) tetrakis(triphenylphosphine) (27 mg, 0.023 mmol) in an aqueous 2 M sodium carbonate solution (10 mL)-1,2-dimethoxyethane (5 mL) was refluxed with heating for 16 hours under a nitrogen atmosphere. The reaction solution was diluted with ethyl acetate. Insoluble materials were filtered ... Solvent: C(C)(=O)OCC (ethyl acetate). Reaction SMILES: Br[C:2]1[C:10]2[O:9][CH2:8][CH:7]([C:11]3[CH:16]=[CH:15][C:14]([CH:17]([CH3:19])[CH3:18])=[CH:13][CH:12]=3)[C:6]=2[C:5]([CH3:20])=[C:4]([NH:21][C:22](=[O:28])[CH2:23][C:24]([CH3:27])([CH3:26])[CH3:25])[C:3]=1[CH3:29].[C:30]1(B(O)O)[CH:35]=[CH:34][CH:33]=[CH:32][CH:31]=1.C(=O)([O-])[O-].[Na+].[Na+].COCCOC>C(OCC)(=O)C.C1(P(C2C=CC=CC=2)C2C=CC=CC=2)C=CC=CC=1.C1(P(C2C=CC=CC=2)C2C=CC=CC=2)C=CC=CC=1.C1(P(C2C=CC=CC=2)C2C=CC=CC=2)C=CC=CC=1.C1(P(C2C=CC=CC=2)C2C=CC=CC=2)C=CC=CC=1.[Pd]>[CH:17]([C:14]1[CH:13]=[CH:12][C:11]([CH:7]2[C:6]3[C:5]([CH3:20])=[C:4]([NH:21][C:22](=[O:28])[CH2:23][C:24]([CH3:25])([CH3:27])[CH3:26])[C:3]([CH3:29])=[C:2]([C:30]4[CH:35]=[CH:34][CH:33]=[CH:32][CH:31]=4)[C:10]=3[O:9][CH2:8]2)=[CH:16][CH:15]=1)([CH3:18])[CH3:19] |f:2.3.4,7.8.9.10.11|. Yields the product CC(C)(C)c1ccc(F)cc1. Starting materials: [Al+3], CC(C)(C)c1ccc(F)c(O)c1, CC(C)(C)Cl, [Cl-], [Cl-], [Cl-], Fc1ccccc1, C[N+](=O)[O-]. Reaction SMILES: [Al+3:26].[C:1]([CH3:2])([CH3:3])([CH3:4])[c:5]1[cH:6][cH:7][c:8]([F:12])[c:9]([OH:11])[cH:10]1.[C:20]([Cl:21])([CH3:22])([CH3:23])[CH3:24].[Cl-:25].[Cl-:27].[Cl-:28].[F:13][c:14]1[cH:15][cH:16][cH:17][cH:18][cH:19]1.[N+:29]([CH3:30])([O-:31])=[O:32]>>[C:1]([CH3:2])([CH3:3])([CH3:4])[c:5]1[cH:6][cH:7][c:8]([F:12])[cH:9][cH:10]1. Starting materials: CCCCBr, CCCCOCCOCCO, Cc1ccccc1, [H-], [Na+]. Yields the product CCCCOCCOCCOCCCC. As a reaction SMILES: [CH2:3]([CH2:4][CH2:5][CH3:6])[Br:7].[CH2:8]([CH2:9][CH2:10][CH3:11])[O:12][CH2:13][CH2:14][O:15][CH2:16][CH2:17][OH:18].[CH3:19][c:20]1[cH:21][cH:22][cH:23][cH:24][cH:25]1.[H-:2].[Na+:1]>>[CH2:3]([CH2:4][CH2:5][CH3:6])[O:18][CH2:17][CH2:16][O:15][CH2:14][CH2:13][O:12][CH2:8][CH2:9][CH2:10][CH3:11]. Reactants: O1COC2=C1C=CC(=C2)C(CC(=O)C2=CC=C(C(=O)N)C=C2)C(C2=NC=CC=C2)=O (4-(3-Benzo[1,3]dioxol-5-yl-4-oxo4-pyridin-2-ylbutanoyl)benzamide), C(C)(=O)[O-].[NH4+] (ammonium acetate). Run in CO (methanol). Product: O1COC2=C1C=CC(=C2)C=2C=C(NC2C2=NC=CC=C2)C2=CC=C(C(=O)N)C=C2 (4(4-Benzo[1,3]dioxol-5-yl-5-pyridin-2-yl-1H-pyrrol-2-yl)benzamide). RXN SMILES: [O:1]1[C:5]2[CH:6]=[CH:7][C:8]([CH:10]([C:23](=O)[C:24]3[CH:29]=[CH:28][CH:27]=[CH:26][N:25]=3)[CH2:11][C:12]([C:14]3[CH:22]=[CH:21][C:17]([C:18]([NH2:20])=[O:19])=[CH:16][CH:15]=3)=O)=[CH:9][C:4]=2[O:3][CH2:2]1.C([O-])(=O)C.[NH4+:35]>CO>[O:1]1[C:5]2[CH:6]=[CH:7][C:8]([C:10]3[CH:11]=[C:12]([C:14]4[CH:15]=[CH:16][C:17]([C:18]([NH2:20])=[O:19])=[CH:21][CH:22]=4)[NH:35][C:23]=3[C:24]3[CH:29]=[CH:28][CH:27]=[CH:26][N:25]=3)=[CH:9][C:4]=2[O:3][CH2:2]1 |f:1.2|. Reported procedure: 4-(3-Benzo[1,3]dioxol-5-yl-4-oxo4-pyridin-2-ylbutanoyl)benzamide (1.69 g; 4.2 mmol) and ammonium acetate (2.1 g; 27.3 mmol) were reacted together according to the method described in Bioorg. Med. Chem. Letters, 1998, 8, 2689-2694. The title compound was isolated as a brown powder from methanol (126 mg; 8%). 1H NMR (DMSO) δ: 6.04 (2H, s), 6.82-6.93 (4H, m), 7.18-7.32 (3H, m), 7.63-7.74 (1H, m), 7.86-7.96 (5H, m), 8.61 (1H, d, J=4 Hz), 11.63 (1H, brs); m/z (LCMS): 383.9 (M+H)+.